Task: describe an organic reaction: reactants, conditions, products, and yield. Dataset: the Open Reaction Database (ORD), a public repository of structured organic reaction records Starting materials: CN1C2=CC[C@H]3[C@@H]4CC[C@@H]([C@@]4(C)CC[C@@H]3[C@]2(CCC1=O)C)C(=O)O (4-methyl-3-oxo-4-azaandrost-5-ene-17β-carboxylic acid), COC1=CC=C(C=C1)C(C1=CC=CC=C1)N (α-(4-methoxyphenyl)benzylamine). The product is COC1=CC=C(C=C1)C(C1=CC=CC=C1)NC(=O)[C@@H]1[C@]2(C)[C@@H](CC1)[C@@H]1CC=C3N(C(CC[C@]3(C)[C@H]1CC2)=O)C (N-[α-(4-Methoxyphenyl)benzyl]-4-methyl-3-oxo-4-azaandrost-5-ene-17β-carboxamide). Isolated yield 47.0%. Reaction SMILES: [CH3:1][N:2]1[C:19](=[O:20])[CH2:18][CH2:17][C@@:16]2([CH3:21])[C:3]1=[CH:4][CH2:5][C@@H:6]1[C@@H:15]2[CH2:14][CH2:13][C@@:11]2([CH3:12])[C@H:7]1[CH2:8][CH2:9][C@@H:10]2[C:22]([OH:24])=O.[CH3:25][O:26][C:27]1[CH:32]=[CH:31][C:30]([CH:33]([NH2:40])[C:34]2[CH:39]=[CH:38][CH:37]=[CH:36][CH:35]=2)=[CH:29][CH:28]=1>>[CH3:25][O:26][C:27]1[CH:28]=[CH:29][C:30]([CH:33]([NH:40][C:22]([C@H:10]2[CH2:9][CH2:8][C@H:7]3[C@H:6]4[C@H:15]([CH2:14][CH2:13][C@:11]23[CH3:12])[C@:16]2([CH3:21])[C:3]([N:2]([CH3:1])[C:19](=[O:20])[CH2:18][CH2:17]2)=[CH:4][CH2:5]4)=[O:24])[C:34]2[CH:35]=[CH:36][CH:37]=[CH:38][CH:39]=2)=[CH:31][CH:32]=1. Procedure: The title compound was prepared in a yield of 47% in a similar manner to that described in Example 1 by reacting 4-methyl-3-oxo-4-azaandrost-5-ene-17β-carboxylic acid (prepared as described in Preparation 5) and α-(4-methoxyphenyl)benzylamine. Reactants: NC1=C(C=C(C=C1)SC=1C=C(C=CC1)NS(=O)(=O)C1=CC=CC=C1)CNCCC (N-[3-(4-Amino-3-propylaminomethyl-phenylsulfanyl)-phenyl]-benzenesulfonamide), N#CBr (cyanogen bromide). The solvent is C(C)O (ethanol). The product is NC1=NC2=CC=C(C=C2CN1CCC)SC=1C=C(C=CC1)NS(=O)(=O)C1=CC=CC=C1 (N-[3-(2-Amino-3-propyl-3,4-dihydro-quinazolin-6-ylsulfanyl)-phenyl]-benzenesulfonamide). As a reaction SMILES: [NH2:1][C:2]1[CH:7]=[CH:6][C:5]([S:8][C:9]2[CH:10]=[C:11]([NH:15][S:16]([C:19]3[CH:24]=[CH:23][CH:22]=[CH:21][CH:20]=3)(=[O:18])=[O:17])[CH:12]=[CH:13][CH:14]=2)=[CH:4][C:3]=1[CH2:25][NH:26][CH2:27][CH2:28][CH3:29].[N:30]#[C:31]Br>C(O)C>[NH2:30][C:31]1[N:26]([CH2:27][CH2:28][CH3:29])[CH2:25][C:3]2[C:2](=[CH:7][CH:6]=[C:5]([S:8][C:9]3[CH:10]=[C:11]([NH:15][S:16]([C:19]4[CH:24]=[CH:23][CH:22]=[CH:21][CH:20]=4)(=[O:18])=[O:17])[CH:12]=[CH:13][CH:14]=3)[CH:4]=2)[N:1]=1. Reported procedure: A mixture of N-[3-(4-Amino-3-propylaminomethyl-phenylsulfanyl)-phenyl]-benzenesulfonamide (0.0016 mol) and cyanogen bromide (0.0020 mol) in ethanol (q.s.) was reacted overnight at room temperature and then the organic solvent (EtOH) was evaporated. The obtained concentrate was warmed in EtOH and then cooled. The mixture was filtered and the collected residue was recrystallized from EtOH to yield the title compound as a solid.